This data is from the Open Reaction Database (ORD), a public repository of structured organic reaction records. The task is: describe an organic reaction: reactants, conditions, products, and yield Starting materials: C(C=C)OC=1C=C(C=CC1)NC(C)=O (N-(3-allyloxyphenyl)acetamide), C(C=C)OC=1C=C(CCl)C=CC1 (3-Allyloxybenzyl chloride), OC=1C=C(C=CC1)NC(C)=O (N-(3-hydroxyphenyl)acetamide). Run in CCCCCC (hexane), O(C1=CC=CC=C1)C1=CC=CC=C1 (Ph2O). The product is C(C=C)C1=C(C=C(C=C1)NC(C)=O)O (N-(4-allyl-3- hydroxyphenyl)acetamide). Reaction SMILES: C([O:4][C:5]1[CH:6]=[C:7]([NH:11][C:12](=[O:14])[CH3:13])[CH:8]=[CH:9][CH:10]=1)C=C.[CH2:15](OC1C=C(C=CC=1)CCl)[CH:16]=[CH2:17].OC1C=C(NC(=O)C)C=CC=1>O(C1C=CC=CC=1)C1C=CC=CC=1.CCCCCC>[CH2:17]([C:10]1[CH:9]=[CH:8][C:7]([NH:11][C:12](=[O:14])[CH3:13])=[CH:6][C:5]=1[OH:4])[CH:16]=[CH2:15]. Reported procedure: A mixture of N-(3-allyloxyphenyl)acetamide (13.2 g) prepared by a similar method to that of Example 2, Footnote c (A), from N-(3-hydroxyphenyl)acetamide, in Ph2O (100 ml) was heated at 250° C. for 10 minutes, cooled and diluted with hexane (100 ml) to give crystals. The crystals were re-crystallised from ethyl acetate. The liquors were evaporated and dissolved in 0.2M aqueous NaOH, filtered though Celite, and acidified with 1M aqueous HCl solution to give N-(4-allyl-3- hydroxyphenyl)acetamide (3... Reactants: [N+](=O)([O-])C1=CC=C(OC(CC(=O)O)C)C=C1 (3-(4-nitrophenoxy)butyric acid), CS(=O)(=O)O (methanesulfonic acid), O=P12OP3(=O)OP(=O)(O1)OP(=O)(O2)O3 (phosphorus pentoxide). Solvent: ice water. Conditions: temperature 23 celsius. Yields the product CC1OC2=CC=C(C=C2C(C1)=O)[N+](=O)[O-] (2-Methyl-6-nitrochroman-4-one). RXN SMILES: [N+:1]([C:4]1[CH:16]=[CH:15][C:7]([O:8][CH:9]([CH3:14])[CH2:10][C:11]([OH:13])=O)=[CH:6][CH:5]=1)([O-:3])=[O:2].CS(O)(=O)=O.O=P12OP3(OP(OP(O3)(O1)=O)(=O)O2)=O>>[CH3:14][CH:9]1[CH2:10][C:11](=[O:13])[C:6]2[C:7](=[CH:15][CH:16]=[C:4]([N+:1]([O-:3])=[O:2])[CH:5]=2)[O:8]1. Procedure: A mixture of 31.2 g (139 mmol) 3-(4-nitrophenoxy)butyric acid, 139 ml methanesulfonic acid and 7 g phosphorus pentoxide was heated on the steam bath for 1.75 hours. The reaction was cooled to 23° C., poured onto 500 ml ice-water mixture and extracted with 2×200 ml diethyl ether. The combined organic extracts were washed with 2×150 ml 1N sodium hydroxide, clarified by filtration, washed with 2×50 ml water and 100 ml brine, dried over magnesium sulfate and concentrated in vacuo to give the crude p... Starting materials: O=C(O)Cn1c(-c2ccc([N+](=O)[O-])cc2)ncc(NC(=O)OCc2ccccc2)c1=O, NC(Cc1ccccc1)C(O)C(F)(F)F, CN(C)C=O, On1nnc2ccccc21. Yields the product O=C(Cn1c(-c2ccc([N+](=O)[O-])cc2)ncc(NC(=O)OCc2ccccc2)c1=O)NC(Cc1ccccc1)C(O)C(F)(F)F. As a reaction SMILES: [CH2:1]([c:2]1[cH:3][cH:4][cH:5][cH:6][cH:7]1)[O:8][C:9](=[O:10])[NH:11][c:12]1[cH:13][n:14][c:15](-[c:23]2[cH:24][cH:25][c:26]([N+:29](=[O:30])[O-:31])[cH:27][cH:28]2)[n:16]([CH2:19][C:20](=[O:21])[OH:22])[c:17]1=[O:18].[NH2:32][CH:33]([CH:34]([C:35]([F:36])([F:37])[F:38])[OH:39])[CH2:40][c:41]1[cH:42][cH:43][cH:44][cH:45][cH:46]1.[O:57]=[CH:58][N:59]([CH3:60])[CH3:61].[OH:47][n:48]1[c:49]2[c:50]([cH:51][cH:52][cH:53][cH:54]2)[n:55][n:56]1>>[CH2:1]([c:2]1[cH:3][cH:4][cH:5][cH:6][cH:7]1)[O:8][C:9](=[O:10])[NH:11][c:12]1[cH:13][n:14][c:15](-[c:23]2[cH:24][cH:25][c:26]([N+:29](=[O:30])[O-:31])[cH:27][cH:28]2)[n:16]([CH2:19][C:20](=[O:22])[NH:32][CH:33]([CH:34]([C:35]([F:36])([F:37])[F:38])[OH:39])[CH2:40][c:41]2[cH:42][cH:43][cH:44][cH:45][cH:46]2)[c:17]1=[O:18]. Starting materials: NCc1ccc2oc3cccc4c(=O)[nH]nc(c2c1)c34, CN(C)C=O, CCOP(=O)(Cl)OCC. Yields the product CCOP(=O)(NCc1ccc2oc3cccc4c(=O)[nH]nc(c2c1)c34)OCC. As a reaction SMILES: [NH2:1][CH2:2][c:3]1[cH:4][c:5]2[c:6]3[c:7]4[c:8]([cH:9][cH:10][cH:11][c:12]4[o:13][c:14]2[cH:15][cH:16]1)[c:17](=[O:20])[nH:18][n:19]3.[O:30]=[CH:31][N:32]([CH3:33])[CH3:34].[P:21](=[O:22])([O:23][CH2:24][CH3:25])([O:26][CH2:27][CH3:28])[Cl:29]>>[NH:1]([CH2:2][c:3]1[cH:4][c:5]2[c:6]3[c:7]4[c:8]([cH:9][cH:10][cH:11][c:12]4[o:13][c:14]2[cH:15][cH:16]1)[c:17](=[O:20])[nH:18][n:19]3)[P:21](=[O:22])([O:23][CH2:24][CH3:25])[O:26][CH2:27][CH3:28]. The reactants are CO (methanol), resin, [OH-].[Na+] (sodium hydroxide), [I-].OCC[N+]1(CCN(CC1)C(NC1=CC(=CC(=C1)Cl)Cl)=O)C (1-(2-Hydroxyethyl)-1-methyl-4-(3,5-dichlorophenylcarbamoyl)-piperazinium iodide). Run in O (water). Run at time 30 minute. Product: [Cl-].OCC[N+]1(CCN(CC1)C(NC1=CC(=CC(=C1)Cl)Cl)=O)C (1-(2-Hydroxyethyl)-1-methyl-4-(3,5-dichlorophenylcarbamoyl)-piperazinium chloride). RXN SMILES: [OH-].[Na+].[I-].[OH:4][CH2:5][CH2:6][N+:7]1([CH3:24])[CH2:12][CH2:11][N:10]([C:13](=[O:23])[NH:14][C:15]2[CH:20]=[C:19]([Cl:21])[CH:18]=[C:17]([Cl:22])[CH:16]=2)[CH2:9][CH2:8]1.CO>O>[Cl-:21].[OH:4][CH2:5][CH2:6][N+:7]1([CH3:24])[CH2:12][CH2:11][N:10]([C:13](=[O:23])[NH:14][C:15]2[CH:20]=[C:19]([Cl:21])[CH:18]=[C:17]([Cl:22])[CH:16]=2)[CH2:9][CH2:8]1 |f:0.1,2.3,6.7|. Procedure details: Amberlite IRA-400 resin (100 ml), a strongly basic ion exchange resin, was added with 1 N aqueous sodium hydroxide (200 ml), left for 30 minutes, then collected by filtration through a glass filter and washed with distilled water. Then, the resin was added with 1 N aqueous hydrochloric acid (200 ml), left for one hour, then collected by filtration through a glass filter and washed with distilled water until pH of the filtrate became neutral to obtain an ion exchanger. 1-(2-Hydroxyethyl)-1-methyl... Product: O=C1C(n2cc(C3CCN(c4ccncn4)CC3)nn2)CCc2c(F)cccc2N1CC(F)(F)F. Reaction SMILES: [CH3:47][CH:48]([OH:49])[CH3:50].[CH:38]([N:39]([CH2:40][CH3:41])[CH:42]([CH3:43])[CH3:44])([CH3:45])[CH3:46].[Cl:31][c:32]1[n:33][cH:34][n:35][cH:36][cH:37]1.[ClH:30].[F:1][c:2]1[cH:3][cH:4][cH:5][c:6]2[c:7]1[CH2:8][CH2:9][CH:10]([n:19]1[n:20][n:21][c:22]([CH:24]3[CH2:25][CH2:26][NH:27][CH2:28][CH2:29]3)[cH:23]1)[C:11](=[O:18])[N:12]2[CH2:13][C:14]([F:15])([F:16])[F:17]>>[F:1][c:2]1[cH:3][cH:4][cH:5][c:6]2[c:7]1[CH2:8][CH2:9][CH:10]([n:19]1[n:20][n:21][c:22]([CH:24]3[CH2:25][CH2:26][N:27]([c:32]4[n:33][cH:34][n:35][cH:36][cH:37]4)[CH2:28][CH2:29]3)[cH:23]1)[C:11](=[O:18])[N:12]2[CH2:13][C:14]([F:15])([F:16])[F:17]. Reactants: CC(C)O, CCN(C(C)C)C(C)C, Clc1ccncn1, Cl, O=C1C(n2cc(C3CCNCC3)nn2)CCc2c(F)cccc2N1CC(F)(F)F. Solvent: C(C)(=O)O (acetic acid). Yields the product NC=1C=C(C=CC1C)/C=C(/C#N)\C1=CC(=C(C(=C1)OC)OC)OC ((E)-3-(3-amino-4-methylphenyl)-2-(3,4,5-trimethoxyphenyl)-prop-2-ene-nitrile). The reagents and catalysts are [Zn] (zinc). As a reaction SMILES: [N+:1]([C:4]1[CH:5]=[C:6](/[CH:11]=[C:12](\[C:15]2[CH:20]=[C:19]([O:21][CH3:22])[C:18]([O:23][CH3:24])=[C:17]([O:25][CH3:26])[CH:16]=2)/[C:13]#[N:14])[CH:7]=[CH:8][C:9]=1[CH3:10])([O-])=O>C(O)(=O)C.[Zn]>[NH2:1][C:4]1[CH:5]=[C:6](/[CH:11]=[C:12](\[C:15]2[CH:16]=[C:17]([O:25][CH3:26])[C:18]([O:23][CH3:24])=[C:19]([O:21][CH3:22])[CH:20]=2)/[C:13]#[N:14])[CH:7]=[CH:8][C:9]=1[CH3:10]. Procedure details: 84 mg of (E)-3-(3-nitro-4-methylphenyl)-2-(3,4,5-trimethoxyphenyl)-prop-2-ene-nitrile was dissolved in 8 ml of acetic acid then zinc was added to the mixture. The mixture was stirred vigorously for 1 hour then filtered and concentrated. The residue was purified on a silica gel plate (dichloromethane) to give 60 mg of the intended compound. Isolated yield 78.0%. Conditions: time 1 hour. Reactants: [N+](=O)([O-])C=1C=C(C=CC1C)/C=C(/C#N)\C1=CC(=C(C(=C1)OC)OC)OC ((E)-3-(3-nitro-4-methylphenyl)-2-(3,4,5-trimethoxyphenyl)-prop-2-ene-nitrile).